Dataset: the Open Reaction Database (ORD), a public repository of structured organic reaction records. Task: describe an organic reaction: reactants, conditions, products, and yield The reactants are C(C1=CC=CC=C1)OC(NC1=C(C=C(C=C1OC)C(=O)OC)OC)=O (2,6-dimethoxy-4-(methoxy-carbonyl)-carbanilic acid benzyl ester), [H-].[Na+] (sodium hydride), CI (methyl iodide). The solvent is CN(C=O)C (dimethylformamide). Conditions: time 1 hour. Yields the product C(C1=CC=CC=C1)OC(N(C1=C(C=C(C=C1OC)C(=O)OC)OC)C)=O (2,6-dimethoxy-4-(methoxy-carbonyl)-N-methyl-carbanilic acid benzyl ester). As a reaction SMILES: [CH2:1]([O:8][C:9](=[O:25])[NH:10][C:11]1[C:16]([O:17][CH3:18])=[CH:15][C:14]([C:19]([O:21][CH3:22])=[O:20])=[CH:13][C:12]=1[O:23][CH3:24])[C:2]1[CH:7]=[CH:6][CH:5]=[CH:4][CH:3]=1.[H-].[Na+].[CH3:28]I>CN(C)C=O>[CH2:1]([O:8][C:9](=[O:25])[N:10]([CH3:28])[C:11]1[C:12]([O:23][CH3:24])=[CH:13][C:14]([C:19]([O:21][CH3:22])=[O:20])=[CH:15][C:16]=1[O:17][CH3:18])[C:2]1[CH:7]=[CH:6][CH:5]=[CH:4][CH:3]=1 |f:1.2|. Reported procedure: A suspension of 34.2 g. of 2,6-dimethoxy-4-(methoxy-carbonyl)-carbanilic acid benzyl ester and 5.8 g. of sodium hydride (50% dispersion in oil) in 300 ml. of absolute dimethylformamide was stirred at room temperature for 4 hours. The resulting solution was treated with 17 g. of methyl iodide with stirring and ice-cooling. After stirring at room temperature for 1 hour, the dimethylformamide was removed under vacuum at 60° C. Then, 1 liter of water was added to the residue and the emulsion was ext... Reactants: CCOC(C)=O, Nc1ccc(C(=O)Nc2cccc(Cl)c2)cc1[N+](=O)[O-]. Yields the product Nc1ccc(C(=O)Nc2cccc(Cl)c2)cc1N. Reaction SMILES: [CH3:21][CH2:22][O:23][C:24]([CH3:25])=[O:26].[NH2:1][c:2]1[c:3]([N+:18]([O-:19])=[O:20])[cH:4][c:5]([C:6](=[O:7])[NH:8][c:9]2[cH:10][c:11]([Cl:15])[cH:12][cH:13][cH:14]2)[cH:16][cH:17]1>>[NH2:1][c:2]1[c:3]([NH2:18])[cH:4][c:5]([C:6](=[O:7])[NH:8][c:9]2[cH:10][c:11]([Cl:15])[cH:12][cH:13][cH:14]2)[cH:16][cH:17]1. Starting materials: O=C(Cl)C12CC3CC(CC(C3)C1)C2, CCCn1c(N)c(N)c(=O)n(CCC)c1=O, c1ccncc1. Product: CCCn1c(N)c(NC(=O)C23CC4CC(CC(C4)C2)C3)c(=O)n(CCC)c1=O. As a reaction SMILES: [C:17]12([C:27](=[O:28])[Cl:29])[CH2:18][CH:19]3[CH2:20][CH:21]([CH2:22][CH:23]([CH2:24]1)[CH2:25]3)[CH2:26]2.[CH2:1]([CH2:2][CH3:3])[n:4]1[c:5](=[O:6])[n:7]([CH2:14][CH2:15][CH3:16])[c:8](=[O:9])[c:10]([NH2:13])[c:11]1[NH2:12].[cH:30]1[cH:31][cH:32][n:33][cH:34][cH:35]1>>[CH2:1]([CH2:2][CH3:3])[n:4]1[c:5](=[O:6])[n:7]([CH2:14][CH2:15][CH3:16])[c:8](=[O:9])[c:10]([NH:13][C:27]([C:17]23[CH2:18][CH:19]4[CH2:20][CH:21]([CH2:22][CH:23]([CH2:24]2)[CH2:25]4)[CH2:26]3)=[O:28])[c:11]1[NH2:12]. Reactants: C=CS(=O)(=O)O, [Cl-], O=S(=O)(O)CCCl, Cl, Oc1ccccc1. The product is C=CS(=O)(=O)Oc1ccccc1. RXN SMILES: [CH:1](=[CH2:2])[S:3](=[O:4])(=[O:5])[OH:6].[Cl-:7].[Cl:8][CH2:9][CH2:10][S:11]([OH:12])(=[O:13])=[O:14].[ClH:22].[OH:15][c:16]1[cH:17][cH:18][cH:19][cH:20][cH:21]1>>[CH:1](=[CH2:2])[S:3](=[O:4])(=[O:5])[O:6][c:16]1[cH:17][cH:18][cH:19][cH:20][cH:21]1. The reactants are COC(C1=CC=C(C=C1)[N+](=O)[O-])P(OCC)(OCC)=O (diethyl α-methoxy-4-nitrobenzylphosphonate). The reagents and catalysts are [C].[Pd] (palladium-carbon). Run in CO (methanol). Conditions: time 8 hour. Yields the product NC1=CC=C(C(OC)P(OCC)(OCC)=O)C=C1 (diethyl 4-amino-α-methoxybenzylphosphonate). Reaction SMILES: [CH3:1][O:2][CH:3]([P:13](=[O:20])([O:17][CH2:18][CH3:19])[O:14][CH2:15][CH3:16])[C:4]1[CH:9]=[CH:8][C:7]([N+:10]([O-])=O)=[CH:6][CH:5]=1>[C].[Pd].CO>[NH2:10][C:7]1[CH:8]=[CH:9][C:4]([CH:3]([P:13](=[O:20])([O:14][CH2:15][CH3:16])[O:17][CH2:18][CH3:19])[O:2][CH3:1])=[CH:5][CH:6]=1 |f:1.2|. Procedure details: To a mixed solution of diethyl α-methoxy-4-nitrobenzylphosphonate (3.7 g) and methanol (50 mL) was added 10% palladium-carbon (0.5 g) and the mixture was stirred overnight at room temperature under an atmospheric hydrogen pressure. Palladium-carbon was removed by filtration and the filtrate was concentrated to give diethyl 4-amino-α-methoxybenzylphosphonate as crystals. Recrystallization from ethyl acetate-isopropyl ether gave yellow prism crystals (2.0 g, yield 60%). melting point: 100–101° C. The reactants are ClC=1C(OC(CC1O)(C1CCCC1)CCC1=CC(=C(C=C1)OC)Cl)=O (3-Chloro-6-[2-(3-chloro-4-methoxy-phenyl)-ethyl]-6-cyclopentyl-4-hydroxy-5,6-dihydro-pyran-2-one), N1=CC=C(C=C1)C=1NC(=NN1)S (5-Pyridin-4-yl-4H-[1,2,4]triazole-3-thiol), ClC=1C(OC(CC1O)(C1CCCC1)CCC1=CCCCC1)=O (3-Chloro-6-(2-cyclohex-1-enyl-ethyl)-6-cyclopentyl-4-hydroxy-5,6-dihydro-pyran-2-one), SC1=NNC(=N1)C1=CC=C(C=C1)O (3-mercapto-5-(4-hydroxyphenyl)[1,2,4]-triazole). The product is ClC=1C=C(C=CC1OC)CCC1(CC(C(C(O1)=O)SC1=NN=C(N1)C1=CC=C(C=C1)O)=O)C1CCCC1 (6-[2-(3-Chloro-4-methoxy-phenyl)-ethyl]-6-cyclopentyl-3-[5-(4-hydroxy-phenyl)-4H-[1,2,4]triazol-3-ylsulfanyl]-dihydro-pyran-2,4-dione). RXN SMILES: Cl[C:2]1[C:3](=[O:25])[O:4][C:5]([CH2:14][CH2:15][C:16]2[CH:21]=[CH:20][C:19]([O:22][CH3:23])=[C:18]([Cl:24])[CH:17]=2)([CH:9]2[CH2:13][CH2:12][CH2:11][CH2:10]2)[CH2:6][C:7]=1[OH:8].ClC1C(=O)OC(CCC2CCCCC=2)(C2CCCC2)CC=1O.[SH:48][C:49]1[N:53]=[C:52]([C:54]2[CH:59]=[CH:58][C:57]([OH:60])=[CH:56][CH:55]=2)[NH:51][N:50]=1.N1C=CC(C2NC(S)=NN=2)=CC=1>>[Cl:24][C:18]1[CH:17]=[C:16]([CH2:15][CH2:14][C:5]2([CH:9]3[CH2:13][CH2:12][CH2:11][CH2:10]3)[O:4][C:3](=[O:25])[CH:2]([S:48][C:49]3[NH:53][C:52]([C:54]4[CH:59]=[CH:58][C:57]([OH:60])=[CH:56][CH:55]=4)=[N:51][N:50]=3)[C:7](=[O:8])[CH2:6]2)[CH:21]=[CH:20][C:19]=1[O:22][CH3:23]. Reported procedure: The title compound was prepared analogously to Example C(4), where 3-Chloro-6-[2-(3-chloro-4-methoxy-phenyl)-ethyl]-6-cyclopentyl-4-hydroxy-5,6-dihydro-pyran-2-one example C(40), was substituted in place of 3-Chloro-6-(2-cyclohex-1-enyl-ethyl)-6-cyclopentyl-4-hydroxy-5,6-dihydro-pyran-2-one and 4H-3-mercapto-5-(4-hydroxyphenyl)[1,2,4]-triazole was substituted in place of 5-Pyridin-4-yl-4H-[1,2,4]triazole-3-thiol of that example. Starting materials: COc1ccc(N)cc1, O=C(Cl)CCCl, Cl, [Na+], [OH-], O. Product: COc1ccc(NC(=O)CCCl)cc1. As a reaction SMILES: [CH3:1][O:2][c:3]1[cH:4][cH:5][c:6]([NH2:9])[cH:7][cH:8]1.[Cl:12][CH2:13][CH2:14][C:15](=[O:16])[Cl:17].[ClH:18].[Na+:11].[OH-:10].[OH2:19]>>[CH3:1][O:2][c:3]1[cH:4][cH:5][c:6]([NH:9][C:15]([CH2:14][CH2:13][Cl:12])=[O:16])[cH:7][cH:8]1. Starting materials: CCO, CCOC(=O)C(Cl)C=O, [K+], [OH-], Nc1cccnc1S. Product: CCOC(=O)C1=CNc2cccnc2S1. As a reaction SMILES: [CH3:20][CH2:21][OH:22].[Cl:1][CH:2]([C:3](=[O:4])[O:5][CH2:6][CH3:7])[CH:8]=[O:9].[K+:19].[OH-:18].[SH:10][c:11]1[n:12][cH:13][cH:14][cH:15][c:16]1[NH2:17]>>[C:2]1([C:3](=[O:4])[O:5][CH2:6][CH3:7])=[CH:8][NH:17][c:16]2[c:11]([n:12][cH:13][cH:14][cH:15]2)[S:10]1. Reactants: O (water), solution, COC1=CC=C(C=C1)C1N(C(C2=CC=CC=C2C1)=O)C (3-(4-methoxyphenyl)-2-methyl-1-oxo-1,2,3,4-tetrahydroisoquinoline), [Cl-].[Al+3].[Cl-].[Cl-] (aluminum chloride). Solvent: C1=CC=CC=C1 (benzene). The product is OC1=CC=C(C=C1)C1N(C(C2=CC=CC=C2C1)=O)C (3-(4-hydroxyphenyl)-2-methyl-1-oxo-1,2,3,4-tetrahydroisoquinoline). Yield: 56.4%. As a reaction SMILES: C[O:2][C:3]1[CH:8]=[CH:7][C:6]([CH:9]2[CH2:18][C:17]3[C:12](=[CH:13][CH:14]=[CH:15][CH:16]=3)[C:11](=[O:19])[N:10]2[CH3:20])=[CH:5][CH:4]=1.[Cl-].[Al+3].[Cl-].[Cl-].O>C1C=CC=CC=1>[OH:2][C:3]1[CH:4]=[CH:5][C:6]([CH:9]2[CH2:18][C:17]3[C:12](=[CH:13][CH:14]=[CH:15][CH:16]=3)[C:11](=[O:19])[N:10]2[CH3:20])=[CH:7][CH:8]=1 |f:1.2.3.4|. Reported procedure: To 500 ml of a solution containing 10 g of 3-(4-methoxyphenyl)-2-methyl-1-oxo-1,2,3,4-tetrahydroisoquinoline in benzene, 20 g of aluminum chloride was added and the mixture was heated to reflux for 7 hours. After allowing the resulting mixture to cool, water was added thereto and the generated insoluble materials were removed by filtration through Celite. The filtrate was extracted with ethyl acetate and the combined organic layers were washed with brine, followed by drying over anhydrous magnes... Reactants: C1(CC(CCC1)=O)=O (cyclohexane-1,3-dione), CC1C(CCCC1=O)=O (2-methylcyclohexane-1,3-dione). Product: OC(CCCC(C=C)=O)C (7-hydroxyoct-1-en-3-one). Reaction SMILES: [C:1]1(=[O:8])[CH2:6][CH2:5][CH2:4][C:3](=[O:7])[CH2:2]1.[CH3:9][CH:10]1C(=O)CCCC1=O>>[OH:7][CH:3]([CH3:2])[CH2:4][CH2:5][CH2:6][C:1](=[O:8])[CH:9]=[CH2:10]. Procedure: Employing procedures similar to those described in Example 1, except that cyclohexane-1,3-dione is substituted for 2-methylcyclohexane-1,3-dione, 7-hydroxyoct-1-en-3-one is produced.